From a dataset of the Open Reaction Database (ORD), a public repository of structured organic reaction records. describe an organic reaction: reactants, conditions, products, and yield RXN SMILES: [CH3:27][C:28](=[O:29])[OH:30].[Cl:1][c:2]1[cH:3][c:4]2[c:5](-[c:17]3[cH:18][cH:19][c:20]([N+:23]([O-:24])=[O:25])[cH:21][cH:22]3)[cH:6][c:7]([N:12]([CH2:13][CH3:14])[CH2:15][CH3:16])[n:8][c:9]2[cH:10][cH:11]1.[ClH:26].[Fe:31]>>[Cl:1][c:2]1[cH:3][c:4]2[c:5](-[c:17]3[cH:18][cH:19][c:20]([NH2:23])[cH:21][cH:22]3)[cH:6][c:7]([N:12]([CH2:13][CH3:14])[CH2:15][CH3:16])[n:8][c:9]2[cH:10][cH:11]1. Starting materials: CC(=O)O, CCN(CC)c1cc(-c2ccc([N+](=O)[O-])cc2)c2cc(Cl)ccc2n1, Cl, [Fe]. The product is CCN(CC)c1cc(-c2ccc(N)cc2)c2cc(Cl)ccc2n1.